Dataset: the Open Reaction Database (ORD), a public repository of structured organic reaction records. Task: describe an organic reaction: reactants, conditions, products, and yield Reactants: C(C)(=O)O[C@@H](C(=O)O)[C@@H]1C(N(CCO1)C=1C=C2C(N(CC2=CC1)C)=O)=O ((R)-2-acetoxy-2-((R)-4-(2-methyl-3-oxoisoindolin-5-yl)-3-oxomorpholin-2-yl)acetic acid), NC1=CC=C(CNC(OC(C)(C)C)=O)C=C1 (tert-butyl 4-aminobenzylcarbamate). Yields the product C(C)(=O)O[C@@H](C(=O)NC1=CC=C(C=C1)CNC(=O)OC(C)(C)C)[C@@H]1C(N(CCO1)C=1C=C2C(N(CC2=CC1)C)=O)=O ((R)-2-(4-((tert-butoxycarbonylamino)methyl)phenylamino)-1-((R)-4-(2-methyl-3-oxoisoindolin-5-yl)-3-oxomorpholin-2-yl)-2-oxoethyl acetate). The yield is 74.2%. Reaction SMILES: [C:1]([O:4][C@H:5]([C@H:9]1[O:14][CH2:13][CH2:12][N:11]([C:15]2[CH:16]=[C:17]3[C:21](=[CH:22][CH:23]=2)[CH2:20][N:19]([CH3:24])[C:18]3=[O:25])[C:10]1=[O:26])[C:6]([OH:8])=O)(=[O:3])[CH3:2].[NH2:27][C:28]1[CH:42]=[CH:41][C:31]([CH2:32][NH:33][C:34](=[O:40])[O:35][C:36]([CH3:39])([CH3:38])[CH3:37])=[CH:30][CH:29]=1>>[C:1]([O:4][C@H:5]([C@H:9]1[O:14][CH2:13][CH2:12][N:11]([C:15]2[CH:16]=[C:17]3[C:21](=[CH:22][CH:23]=2)[CH2:20][N:19]([CH3:24])[C:18]3=[O:25])[C:10]1=[O:26])[C:6]([NH:27][C:28]1[CH:29]=[CH:30][C:31]([CH2:32][NH:33][C:34]([O:35][C:36]([CH3:39])([CH3:38])[CH3:37])=[O:40])=[CH:41][CH:42]=1)=[O:8])(=[O:3])[CH3:2]. Procedure: According to the Step 70-5 in the synthetic method for EXAMPLE 70, compound 70-4 (50 mg) was treated with tert-butyl 4-aminobenzylcarbamate (37 mg) to afford compound 71-1 (58 mg) as white solid after preparative LC purification. The reactants are CS(=O)(=O)Cl, CC1(C)OB(c2cc(N)cc(F)c2)OC1(C)C, c1ccncc1. Yields the product CC1(C)OB(c2cc(F)cc(NS(C)(=O)=O)c2)OC1(C)C. As a reaction SMILES: [CH3:18][S:19]([Cl:20])(=[O:21])=[O:22].[F:1][c:2]1[cH:3][c:4]([NH2:17])[cH:5][c:6]([B:8]2[O:9][C:10]([CH3:15])([CH3:16])[C:11]([CH3:13])([CH3:14])[O:12]2)[cH:7]1.[cH:23]1[cH:24][cH:25][n:26][cH:27][cH:28]1>>[F:1][c:2]1[cH:3][c:4]([NH:17][S:19]([CH3:18])(=[O:21])=[O:22])[cH:5][c:6]([B:8]2[O:9][C:10]([CH3:15])([CH3:16])[C:11]([CH3:13])([CH3:14])[O:12]2)[cH:7]1. Starting materials: [Al+3], COC(=O)Cc1ccc(OCc2ccccc2)cc1, CCOC(C)=O, CCOCC, [H-], [H-], [H-], [H-], [Li+], O. The product is OCCc1ccc(OCc2ccccc2)cc1. As a reaction SMILES: [Al+3:2].[CH2:7]([c:8]1[cH:9][cH:10][cH:11][cH:12][cH:13]1)[O:14][c:15]1[cH:16][cH:17][c:18]([CH2:21][C:22](=[O:23])[O:24][CH3:25])[cH:19][cH:20]1.[CH3:26][CH2:27][O:28][C:29](=[O:30])[CH3:31].[CH3:33][CH2:34][O:35][CH2:36][CH3:37].[H-:1].[H-:4].[H-:5].[H-:6].[Li+:3].[OH2:32]>>[CH2:7]([c:8]1[cH:9][cH:10][cH:11][cH:12][cH:13]1)[O:14][c:15]1[cH:16][cH:17][c:18]([CH2:21][CH2:22][OH:23])[cH:19][cH:20]1. Starting materials: [H-].[Na+] (sodium hydride), ClCC1=NC=CC=C1 (2-Chloromethyl pyridine), C1(=CC=CC=C1)C1=NNC=C1N1CCN(CC1)C(=O)OC(C)(C)C (tert-butyl 4-(3-phenyl-1H-pyrazol-4-yl)piperazine-1-carboxylate). The solvent is CN(C)C=O (DMF), CN(C)C=O (DMF), CN(C)C=O (DMF). Run at temperature 0 celsius, time 30 minute. Yields the product C1(=CC=CC=C1)C1=NN(C=C1N1CCN(CC1)C(=O)OC(C)(C)C)CC1=NC=CC=C1 (tert-butyl 4-(3-phenyl-1-(pyridin-2-ylmethyl)-1H-pyrazol-4-yl)piperazine-1-carboxylate). Reaction SMILES: [H-].[Na+].[C:3]1([C:9]2[C:13]([N:14]3[CH2:19][CH2:18][N:17]([C:20]([O:22][C:23]([CH3:26])([CH3:25])[CH3:24])=[O:21])[CH2:16][CH2:15]3)=[CH:12][NH:11][N:10]=2)[CH:8]=[CH:7][CH:6]=[CH:5][CH:4]=1.Cl[CH2:28][C:29]1[CH:34]=[CH:33][CH:32]=[CH:31][N:30]=1>CN(C=O)C>[C:3]1([C:9]2[C:13]([N:14]3[CH2:15][CH2:16][N:17]([C:20]([O:22][C:23]([CH3:26])([CH3:25])[CH3:24])=[O:21])[CH2:18][CH2:19]3)=[CH:12][N:11]([CH2:28][C:29]3[CH:34]=[CH:33][CH:32]=[CH:31][N:30]=3)[N:10]=2)[CH:4]=[CH:5][CH:6]=[CH:7][CH:8]=1 |f:0.1|. Procedure: To sodium hydride (0.1 g) taken in a dry 100 ml 3-necked round bottom flask cooled to 0° C. dry DMF (2 ml) was added under nitrogen. To the above mixture compound tert-butyl 4-(3-phenyl-1H-pyrazol-4-yl)piperazine-1-carboxylate (0.5 g) in DMF (2 ml) was slowly added and allowed to stir at 0° C. for 30 minutes. 2-Chloromethyl pyridine (300 mg) in DMF (1 ml) was slowly added to the above mixture at 0°C. The reaction mixture was allowed to stir at room temperature for overnight and quenched with ice...